From a dataset of the Open Reaction Database (ORD), a public repository of structured organic reaction records. describe an organic reaction: reactants, conditions, products, and yield Starting materials: NC=1SC(=CN1)C (2-amino-5-methylthiazole), C(=O)(OC1=CC=CC=C1)NC(=O)OC1=CC=CC=C1 (diphenyl imidodicarbonate). Solvent: O1CCOCC1 (1,4-dioxane). The product is CC1=CN2C(=NC(NC2=O)=O)S1 (7-Methyl-thiazolo[3,2-a][1,3,5]triazine-2,4-dione). The yield is 93.6%. As a reaction SMILES: [NH2:1][C:2]1[S:3][C:4]([CH3:7])=[CH:5][N:6]=1.[C:8]([NH:17][C:18](OC1C=CC=CC=1)=[O:19])(OC1C=CC=CC=1)=[O:9]>O1CCOCC1>[CH3:7][C:4]1[S:3][C:2]2=[N:1][C:8](=[O:9])[NH:17][C:18](=[O:19])[N:6]2[CH:5]=1. Reported procedure: A mixture of 2-amino-5-methylthiazole (2.0 g), diphenyl imidodicarbonate (CAS 99911-94-1) (4.5 g) and 1,4-dioxane (40 ml) was heated to reflux for 8 hours. After standing to cool, the precipitate was collected by filtration to obtain the title compound (3.00 g).